Dataset: the Open Reaction Database (ORD), a public repository of structured organic reaction records. Task: describe an organic reaction: reactants, conditions, products, and yield Starting materials: CCOC(C)=O, [N-]=[N+]=NCc1c[nH]c2ncccc12. Yields the product NCc1c[nH]c2ncccc12. Reaction SMILES: [CH3:14][CH2:15][O:16][C:17]([CH3:18])=[O:19].[N:1](=[N+:2]=[N-:3])[CH2:4][c:5]1[cH:6][nH:7][c:8]2[n:9][cH:10][cH:11][cH:12][c:13]12>>[NH2:1][CH2:4][c:5]1[cH:6][nH:7][c:8]2[n:9][cH:10][cH:11][cH:12][c:13]12. The reactants are FC1=CC=C(C=C1)N1CCN(CC1)CC(=O)C=1N=C(NC1C)C=1C=NC=CC1 (2-[4-(4-fluorophenyl)-1-piperazinyl]-1-[5-methyl-2-(3-pyridinyl)-1H-imidazol-4-yl]ethanone), foam. Run in O1CCCC1 (tetrahydrofuran), C1(=CC=CC=C1)[Mg]Br (phenyl magnesium bromide), CCOCC (ether). The product is FC1=CC=C(C=C1)N1CCN(CC1)CC(O)(C1=CC=CC=C1)C=1N=C(NC1C)C=1C=NC=CC1 (4-(4-Fluorophenyl)-α-[5-methyl-2-(3-pyridinyl)-1H-imidazol-4-yl]-α-phenyl-1-piperazineethanol). Isolated yield 82.9%. Reaction SMILES: [F:1][C:2]1[CH:7]=[CH:6][C:5]([N:8]2[CH2:13][CH2:12][N:11]([CH2:14][C:15]([C:17]3[N:18]=[C:19]([C:23]4[CH:24]=[N:25][CH:26]=[CH:27][CH:28]=4)[NH:20][C:21]=3[CH3:22])=[O:16])[CH2:10][CH2:9]2)=[CH:4][CH:3]=1>O1CCCC1.C1([Mg]Br)C=CC=CC=1.CCOCC>[F:1][C:2]1[CH:3]=[CH:4][C:5]([N:8]2[CH2:9][CH2:10][N:11]([CH2:14][C:15]([C:17]3[N:18]=[C:19]([C:23]4[CH:24]=[N:25][CH:26]=[CH:27][CH:28]=4)[NH:20][C:21]=3[CH3:22])([C:2]3[CH:7]=[CH:6][CH:5]=[CH:4][CH:3]=3)[OH:16])[CH2:12][CH2:13]2)=[CH:6][CH:7]=1. Reported procedure: A mixture of 1.5 g of 2-[4-(4-fluorophenyl)-1-piperazinyl]-1-[5-methyl-2-(3-pyridinyl)-1H-imidazol-4-yl]ethanone in 20 ml of dry tetrahydrofuran and 10 ml of 1.7M phenyl magnesium bromide in 10 ml of ether was reacted as described in Example 41 giving 2 g of a foam. This foam was purified by chromatography, giving 0.75 g of the desired product as a light yellow foam. Starting materials: O=C([O-])[O-], CC(C)(C)COC(=O)c1cc(C#C[Si](C)(C)C)cc2c1OC(C)(C)CC2(C)C, CO, [K+], [K+]. The product is C#Cc1cc(C(=O)OCC(C)(C)C)c2c(c1)C(C)(C)CC(C)(C)O2. RXN SMILES: [C:29](=[O:30])([O-:31])[O-:32].[CH3:1][C:2]([CH2:3][O:4][C:5](=[O:6])[c:7]1[cH:8][c:9]([C:21]#[C:22][Si:23]([CH3:24])([CH3:25])[CH3:26])[cH:10][c:11]2[c:16]1[O:15][C:14]([CH3:17])([CH3:18])[CH2:13][C:12]2([CH3:19])[CH3:20])([CH3:27])[CH3:28].[CH3:35][OH:36].[K+:33].[K+:34]>>[CH3:1][C:2]([CH2:3][O:4][C:5](=[O:6])[c:7]1[cH:8][c:9]([C:21]#[CH:22])[cH:10][c:11]2[c:16]1[O:15][C:14]([CH3:17])([CH3:18])[CH2:13][C:12]2([CH3:19])[CH3:20])([CH3:27])[CH3:28]. The reactants are O=C([O-])O, CCN(CC)S(F)(F)F, COc1nc(C=Cc2nc3n(n2)CCCC3c2ccccc2CO)ccc1-n1cnc(C)c1, ClCCl, [Na+], O. Yields the product COc1nc(C=Cc2nc3n(n2)CCCC3c2ccccc2CF)ccc1-n1cnc(C)c1. RXN SMILES: [C:44](=[O:45])([OH:46])[O-:47].[CH2:34]([N:35]([S:36]([F:37])([F:38])[F:40])[CH2:39][CH3:41])[CH3:42].[CH3:1][O:2][c:3]1[c:4](-[n:28]2[cH:29][n:30][c:31]([CH3:33])[cH:32]2)[cH:5][cH:6][c:7]([CH:9]=[CH:10][c:11]2[n:12][n:13]3[c:14]([n:27]2)[CH:15]([c:19]2[c:20]([CH2:25][OH:26])[cH:21][cH:22][cH:23][cH:24]2)[CH2:16][CH2:17][CH2:18]3)[n:8]1.[Cl:49][CH2:50][Cl:51].[Na+:48].[OH2:43]>>[CH3:1][O:2][c:3]1[c:4](-[n:28]2[cH:29][n:30][c:31]([CH3:33])[cH:32]2)[cH:5][cH:6][c:7]([CH:9]=[CH:10][c:11]2[n:12][n:13]3[c:14]([n:27]2)[CH:15]([c:19]2[c:20]([CH2:25][F:40])[cH:21][cH:22][cH:23][cH:24]2)[CH2:16][CH2:17][CH2:18]3)[n:8]1. Reactants: C(CC)N=C=O (Propyl isocyanate), CON=C(C#N)C=1CN(CCC1)O (α-(Methoxyimino)-α-(1-hydroxy-1,2,5,6-tetrahydropyridin-3-yl)acetonitrile). Solvent: C1(=CC=CC=C1)C (toluene). Reaction conditions: time 2 hour. Yields the product CON=C(C#N)C=1CN(CCC1)OC(=O)NCCC (α-(Methoxyimino)-α-(1-propylaminocarbonyloxy-1,2,5,6-tetrahydropyridin-3-yl)acetonitrile). Yield: 55.6%. As a reaction SMILES: [CH2:1]([N:4]=[C:5]=[O:6])[CH2:2][CH3:3].[CH3:7][O:8][N:9]=[C:10]([C:13]1[CH2:14][N:15]([OH:19])[CH2:16][CH2:17][CH:18]=1)[C:11]#[N:12]>C1(C)C=CC=CC=1>[CH3:7][O:8][N:9]=[C:10]([C:13]1[CH2:14][N:15]([O:19][C:5]([NH:4][CH2:1][CH2:2][CH3:3])=[O:6])[CH2:16][CH2:17][CH:18]=1)[C:11]#[N:12]. Procedure details: Propyl isocyanate (0.23 g, 0.00275 moles) was added to a solution of α-(methoxyimino)-α-(1-hydroxy-1,2,5,6-tetrahydropyridin-3-yl)acetonitrile (E2) (0.45 g, 0.0025 moles ) in dry toluene (20 ml) with stirring. The mixture was kept at ambient temperature for 2 hrs then evaporated to dryness. The resulting residue crystallised from ethyl acetate/60-80 petrol. Recrystallisation from the same solvent system gave the title compound (E8) as a white crystalline solid (0.37 g, 56%) m.p. 95°-6° C.